This data is from the Open Reaction Database (ORD), a public repository of structured organic reaction records. The task is: describe an organic reaction: reactants, conditions, products, and yield The reactants are COC(=O)C=Cc1ccc2c(c1)C(=O)NC1(CCN(C(=O)OC(C)(C)C)CC1)O2, [Na+], [OH-], O=C(O)CC(O)(CC(=O)O)C(=O)O. The product is CC(C)(C)OC(=O)N1CCC2(CC1)NC(=O)c1cc(C=CC(=O)O)ccc1O2. RXN SMILES: [CH3:1][O:2][C:3]([CH:4]=[CH:5][c:6]1[cH:7][cH:8][c:9]2[c:10]([cH:28]1)[C:11](=[O:27])[NH:12][C:13]1([O:14]2)[CH2:15][CH2:16][N:17]([C:20](=[O:21])[O:22][C:23]([CH3:24])([CH3:25])[CH3:26])[CH2:18][CH2:19]1)=[O:29].[Na+:31].[OH-:30].[OH:32][C:33]([CH2:34][C:35]([C:36](=[O:37])[OH:38])([CH2:39][C:40](=[O:41])[OH:42])[OH:43])=[O:44]>>[O:2]=[C:3]([CH:4]=[CH:5][c:6]1[cH:7][cH:8][c:9]2[c:10]([cH:28]1)[C:11](=[O:27])[NH:12][C:13]1([O:14]2)[CH2:15][CH2:16][N:17]([C:20](=[O:21])[O:22][C:23]([CH3:24])([CH3:25])[CH3:26])[CH2:18][CH2:19]1)[OH:29].